Task: describe an organic reaction: reactants, conditions, products, and yield. Dataset: the Open Reaction Database (ORD), a public repository of structured organic reaction records Starting materials: O[C@H](COC=1C=C2C=COC(C2=CC1)=O)CC (6-((S)-2-Hydroxy-butoxy)-isochromen-1-one), COC=1C=C(C=CC1N1CCN(CCC1)C)N (3-methoxy-4-(4-methyl-[1,4]diazepan-1-yl)-phenylamine). Product: O[C@H](COC=1C=C2C=CN(C(C2=CC1)=O)C1=CC(=C(C=C1)N1CCN(CCC1)C)OC)CC (6-((S)-2-Hydroxy-butoxy)-2-[3-methoxy-4-(4-methyl-[1,4]diazepan-1-yl)-phenyl]-2H-isoquinolin-1-one). Reaction SMILES: [OH:1][C@@H:2]([CH2:16][CH3:17])[CH2:3][O:4][C:5]1[CH:6]=[C:7]2[C:12](=[CH:13][CH:14]=1)[C:11](=[O:15])O[CH:9]=[CH:8]2.[CH3:18][O:19][C:20]1[CH:21]=[C:22]([NH2:34])[CH:23]=[CH:24][C:25]=1[N:26]1[CH2:32][CH2:31][CH2:30][N:29]([CH3:33])[CH2:28][CH2:27]1>>[OH:1][C@@H:2]([CH2:16][CH3:17])[CH2:3][O:4][C:5]1[CH:6]=[C:7]2[C:12](=[CH:13][CH:14]=1)[C:11](=[O:15])[N:34]([C:22]1[CH:23]=[CH:24][C:25]([N:26]3[CH2:32][CH2:31][CH2:30][N:29]([CH3:33])[CH2:28][CH2:27]3)=[C:20]([O:19][CH3:18])[CH:21]=1)[CH:9]=[CH:8]2. Procedure: 6-((S)-2-Hydroxy-butoxy)-isochromen-1-one and 3-methoxy-4-(4-methyl-[1,4]diazepan-1-yl)-phenylamine were reacted according to Method AJ. In this way the product was obtained with molecular weight 451.57 (C22H33N3O4); MS (ESI): 452 (M+H+). Isolated yield 90.8%. Run in C(C)#N (acetonitrile). Reported procedure: 4-Carboxybenzeneboronic acid (2.87 g, 17.3 mmol), 5-bromo-2-methoxypyridine (3.25 g, 17.3 mmol), 0.4M aqueous sodium carbonate (87 ml, 34.8 mmol) and acetonitrile (86 mL) were combined under nitrogen, and palladium tetrakistriphenylphosphine (1.00 g, 0.87 mmol) added. The reaction mixture was refluxed for 3 hours, cooled to room temperature, and filtered through celite (washed celite with 50:50 acetonitrile/water). Removed acetonitrile in vacuo, diluted residue with water (100 mL) and acidified ... As a reaction SMILES: [C:1]([C:4]1[CH:9]=[CH:8][C:7](B(O)O)=[CH:6][CH:5]=1)([OH:3])=[O:2].Br[C:14]1[CH:15]=[CH:16][C:17]([O:20][CH3:21])=[N:18][CH:19]=1.C(=O)([O-])[O-].[Na+].[Na+]>C(#N)C>[CH3:21][O:20][C:17]1[N:18]=[CH:19][C:14]([C:7]2[CH:8]=[CH:9][C:4]([C:1]([OH:3])=[O:2])=[CH:5][CH:6]=2)=[CH:15][CH:16]=1 |f:2.3.4|. Reactants: C(=O)(O)C1=CC=C(C=C1)B(O)O (4-Carboxybenzeneboronic acid), palladium tetrakistriphenylphosphine, BrC=1C=CC(=NC1)OC (5-bromo-2-methoxypyridine), C([O-])([O-])=O.[Na+].[Na+] (sodium carbonate). The product is COC1=CC=C(C=N1)C1=CC=C(C(=O)O)C=C1 (4-(6-Methoxypyridin-3-yl)benzoic acid).